From a dataset of the Open Reaction Database (ORD), a public repository of structured organic reaction records. describe an organic reaction: reactants, conditions, products, and yield The reactants are C(C=CC1=CC=CC=C1)=O (cinnamaldehyde), C(#N)C1=C(C(=O)C(=C(C1=O)Cl)Cl)C#N (DDQ), CO (MeOH). Reagents/catalysts: C(C)(=O)O (acetic acid). The solvent is C1(=CC=CC=C1)C (toluene). Product: C(C=CC1=CC=CC=C1)(=O)OC (Methyl cinnamate). The yield is 98.0%. As a reaction SMILES: [CH:1](=[O:10])[CH:2]=[CH:3][C:4]1[CH:9]=[CH:8][CH:7]=[CH:6][CH:5]=1.C(C1C(=O)C(Cl)=C(Cl)[C:15](=[O:16])C=1C#N)#N.CO>C(O)(=O)C.C1(C)C=CC=CC=1>[C:1]([O:16][CH3:15])(=[O:10])[CH:2]=[CH:3][C:4]1[CH:9]=[CH:8][CH:7]=[CH:6][CH:5]=1. Procedure: A homogeneous mixture containing cinnamaldehyde (7.5 mmol), DDQ (11.3 mmol), MeOH (15 mL) and toluene (10 mL) is taken in a round bottom flask and catalytic amount of acetic acid (5 drops) is added to it. The mixture is refluxed for 6 hrs under Dean Stark apparatus. After completion of the reaction (observed by TLC and by GC analysis), the reaction mixture is filtered and washed with MeOH (5 ml×2). Concentrate the filtrate under reduced pressure and the crude product thus obtained is loaded on a...